Task: describe an organic reaction: reactants, conditions, products, and yield. Dataset: the Open Reaction Database (ORD), a public repository of structured organic reaction records Reactants: FC(C(=O)O)(F)F.ClC=1N=CN(C1)C1=C(C=C(C=C1)NC1=NN2C(C(CC(CC2)=O)C2=CC=C(C=C2)F)=N1)OC (2-(4-(4-chloro-1H-imidazol-1-yl)-3-methoxyphenylamino)-9-(4-fluorophenyl)-8,9-dihydro-5H-[1,2,4]triazolo[1,5-a]azepin-7(6H)-one 2,2,2-trifluoroacetate), C(OC)(OC)OC (trimethyl orthoformate), S(=O)(=O)(C1=CC=C(C)C=C1)O (Ts-OH). Solvent: CO (MeOH). Reaction conditions: time 16 hour. The product is ClC=1N=CN(C1)C1=C(C=C(C=C1)NC1=NN2C(C(CC(CC2)(OC)OC)C2=CC=C(C=C2)F)=N1)OC (N-(4-(4-chloro-1H-imidazol-1-yl)-3-methoxyphenyl)-9-(4-fluorophenyl)-7,7-dimethoxy-6,7,8,9-tetrahydro-5H-[1,2,4]triazolo[1,5-a]azepin-2-amine). Isolated yield 47.4%. As a reaction SMILES: FC(F)(F)C(O)=O.[Cl:8][C:9]1[N:10]=[CH:11][N:12]([C:14]2[CH:19]=[CH:18][C:17]([NH:20][C:21]3[N:38]=[C:24]4[CH:25]([C:31]5[CH:36]=[CH:35][C:34]([F:37])=[CH:33][CH:32]=5)[CH2:26]C(=O)[CH2:28][CH2:29][N:23]4[N:22]=3)=[CH:16][C:15]=2[O:39][CH3:40])[CH:13]=1.[CH:41]([O:46][CH3:47])([O:44][CH3:45])OC.S(O)(C1C=CC(C)=CC=1)(=O)=O>CO>[Cl:8][C:9]1[N:10]=[CH:11][N:12]([C:14]2[CH:19]=[CH:18][C:17]([NH:20][C:21]3[N:38]=[C:24]4[CH:25]([C:31]5[CH:36]=[CH:35][C:34]([F:37])=[CH:33][CH:32]=5)[CH2:26][C:41]([O:44][CH3:45])([O:46][CH3:47])[CH2:28][CH2:29][N:23]4[N:22]=3)=[CH:16][C:15]=2[O:39][CH3:40])[CH:13]=1 |f:0.1|. Procedure details: To a stirred solution of 2-(4-(4-chloro-1H-imidazol-1-yl)-3-methoxyphenylamino)-9-(4-fluorophenyl)-8,9-dihydro-5H-[1,2,4]triazolo[1,5-a]azepin-7(6H)-one (200 mg, 0.428 mmol, from example 137) in MeOH (2 mL) was added trimethyl orthoformate (0.469 mL, 4.28 mmol) followed by Ts-OH (8.15 mg, 0.043 mmol). The reaction mixture was stirred at room temperature for 16 h. The reaction was concentrated in vacuo. The crude product was purified using reverse phase preparatory HPLC (AcCN/water/ammonium aceta... The reactants are ClCCl, CN=C=O, NC1CCCC(O)c2sccc21. Yields the product CNC(=O)NC1CCCC(O)c2sccc21. As a reaction SMILES: [CH2:17]([Cl:18])[Cl:19].[CH3:13][N:14]=[C:15]=[O:16].[OH:1][CH:2]1[CH2:3][CH2:4][CH2:5][CH:6]([NH2:12])[c:7]2[c:8]1[s:9][cH:10][cH:11]2>>[OH:1][CH:2]1[CH2:3][CH2:4][CH2:5][CH:6]([NH:12][C:15]([NH:14][CH3:13])=[O:16])[c:7]2[c:8]1[s:9][cH:10][cH:11]2. Reactants: CN(C)C=O, CCN=C=NCCCN(C)C, CN1CCOCC1, COC(=O)NC(C(=O)N1CC2(CC2)CC1c1ncc(-c2ccc3cc(-c4ccc(-c5cnc(C6NC7CCC6C7)[nH]5)cc4)ccc3c2)[nH]1)C(C)C, Cl, Cl, Cl, Cl, Cl, COC(=O)NC(CCOC(F)F)C(=O)O, O, Oc1cccc2[nH]nnc12. Product: COC(=O)NC(CCOC(F)F)C(=O)N1C2CCC(C2)C1c1ncc(-c2ccc(-c3ccc4cc(-c5cnc(C6CC7(CC7)CN6C(=O)C(NC(=O)OC)C(C)C)[nH]5)ccc4c3)cc2)[nH]1. RXN SMILES: [CH3:101][N:102]([CH3:103])[CH:104]=[O:105].[CH3:72][N:73]([CH3:74])[CH2:75][CH2:76][CH2:77][N:78]=[C:79]=[N:80][CH2:81][CH3:82].[CH3:94][N:95]1[CH2:96][CH2:97][O:98][CH2:99][CH2:100]1.[CH:5]12[NH:6][CH:7]([c:12]3[nH:13][c:14](-[c:17]4[cH:18][cH:19][c:20](-[c:23]5[cH:24][c:25]6[cH:26][cH:27][c:28](-[c:33]7[cH:34][n:35][c:36]([CH:38]8[N:39]([C:45]([CH:46]([CH:47]([CH3:48])[CH3:49])[NH:50][C:51]([O:52][CH3:53])=[O:54])=[O:55])[CH2:40][C:41]9([CH2:42][CH2:43]9)[CH2:44]8)[nH:37]7)[cH:29][c:30]6[cH:31][cH:32]5)[cH:21][cH:22]4)[cH:15][n:16]3)[CH:8]([CH2:9][CH2:10]1)[CH2:11]2.[ClH:1].[ClH:2].[ClH:3].[ClH:4].[ClH:71].[F:56][CH:57]([O:58][CH2:59][CH2:60][CH:61]([C:62](=[O:63])[OH:64])[NH:65][C:66](=[O:67])[O:68][CH3:69])[F:70].[OH2:83].[OH:84][c:85]1[c:86]2[n:87][n:88][nH:89][c:90]2[cH:91][cH:92][cH:93]1>>[CH:5]12[N:6]([C:62]([CH:61]([CH2:60][CH2:59][O:58][CH:57]([F:56])[F:70])[NH:65][C:66](=[O:67])[O:68][CH3:69])=[O:63])[CH:7]([c:12]3[nH:13][c:14](-[c:17]4[cH:18][cH:19][c:20](-[c:23]5[cH:24][c:25]6[cH:26][cH:27][c:28](-[c:33]7[cH:34][n:35][c:36]([CH:38]8[N:39]([C:45]([CH:46]([CH:47]([CH3:48])[CH3:49])[NH:50][C:51]([O:52][CH3:53])=[O:54])=[O:55])[CH2:40][C:41]9([CH2:42][CH2:43]9)[CH2:44]8)[nH:37]7)[cH:29][c:30]6[cH:31][cH:32]5)[cH:21][cH:22]4)[cH:15][n:16]3)[CH:8]([CH2:9][CH2:10]1)[CH2:11]2. RXN SMILES: [CH3:1][S:2]([CH2:5][NH:6][CH2:7][CH2:8][N:9]1[CH2:14][CH2:13][CH:12]([O:15][C:16](=[O:31])[N:17]([CH3:30])[C:18]2[CH:23]=[CH:22][CH:21]=[CH:20][C:19]=2[C:24]2[O:28][N:27]=[C:26]([CH3:29])[N:25]=2)[CH2:11][CH2:10]1)(=[O:4])=[O:3].[C:32]([OH:39])(=[O:38])/[CH:33]=[CH:34]\[C:35]([OH:37])=[O:36]>C(OCC)(=O)C>[C:32]([OH:39])(=[O:38])/[CH:33]=[CH:34]\[C:35]([OH:37])=[O:36].[CH3:1][S:2]([CH2:5][NH:6][CH2:7][CH2:8][N:9]1[CH2:14][CH2:13][CH:12]([O:15][C:16](=[O:31])[N:17]([CH3:30])[C:18]2[CH:23]=[CH:22][CH:21]=[CH:20][C:19]=2[C:24]2[O:28][N:27]=[C:26]([CH3:29])[N:25]=2)[CH2:11][CH2:10]1)(=[O:4])=[O:3] |f:3.4|. Yield: 73.8%. Product: C(\C=C/C(=O)O)(=O)O.CS(=O)(=O)CNCCN1CCC(CC1)OC(N(C1=C(C=CC=C1)C1=NC(=NO1)C)C)=O ([1-[2-[(Methylsulphonyl)methylamino]ethyl]4-piperidinyl]methyl[2-(3-methyl-1,2,4-oxadiazol-5-yl)phenyl]carbamate (Z)-2-butenedioate). Run in C(C)(=O)OCC (ethyl acetate), C(C)(=O)OCC (ethyl acetate). Procedure details: [1-[2-[(Methylsulphonyl)methylamino]ethyl]-4-piperidinyl]methyl[2-(3-methyl-1,2,4-oxadiazol-5-yl)phenyl]carbamate (55 mg) was dissolved in boiling ethyl acetate (1 ml) and maleic acid (17 mg) in hot ethyl acetate (1 ml) added. White crystals precipitated. These were filtered and dried under vacuum to give the title compound (51 mg), as a white powder, m.p. 170°-172° Reactants: CS(=O)(=O)CNCCN1CCC(CC1)OC(N(C1=C(C=CC=C1)C1=NC(=NO1)C)C)=O ([1-[2-[(Methylsulphonyl)methylamino]ethyl]-4-piperidinyl]methyl[2-(3-methyl-1,2,4-oxadiazol-5-yl)phenyl]carbamate), C(\C=C/C(=O)O)(=O)O (maleic acid). The reactants are bis(2-oxo-3-oxazolidinyl)phosphonic chloride, ClC1=CC=CC(=N1)C(=O)[O-].[K+] (potassium 6-chloropyridine-2-carboxylate), NC1=C(C=C(C(=O)OC)C=C1C)C (Methyl 4-amino-3,5-dimethyl-benzoate), C(C)(C)N(CC)C(C)C (diisopropylethylamine). Run in CN(C=O)C (dimethylformamide), O (water). Reaction conditions: time 30 minute. Product: ClC1=CC=C(C(=N1)C(=O)NC1=C(C=C(C(=O)OC)C=C1C)C)C (methyl 4-[(6-chloro-3-methyl-pyridine-2-carbonyl)amino]-3,5-dimethyl-benzoate). Yield: 86.7%. RXN SMILES: [Cl:1][C:2]1[N:7]=[C:6]([C:8]([O-:10])=O)[CH:5]=[CH:4][CH:3]=1.[K+].O=[C:13]1N([ClH]P([ClH]N2CCOC2=O)=O)CCO1.[NH2:28][C:29]1[C:38]([CH3:39])=[CH:37][C:32]([C:33]([O:35][CH3:36])=[O:34])=[CH:31][C:30]=1[CH3:40].C(N(C(C)C)CC)(C)C>CN(C)C=O.O>[Cl:1][C:2]1[N:7]=[C:6]([C:8]([NH:28][C:29]2[C:30]([CH3:40])=[CH:31][C:32]([C:33]([O:35][CH3:36])=[O:34])=[CH:37][C:38]=2[CH3:39])=[O:10])[C:5]([CH3:13])=[CH:4][CH:3]=1 |f:0.1|. Procedure: To a suspension of potassium 6-chloropyridine-2-carboxylate (52 g, 265.8 mmoles) in dimethylformamide (676 mL) is added bis(2-oxo-3-oxazolidinyl)phosphonic chloride (115 g, 451.8 mmoles). The mixture is stirred at ambient temperature for 30 minutes. Methyl 4-amino-3,5-dimethyl-benzoate (42.9 g, 239.2 mmoles, see preparation 12) and diisopropylethylamine (115.9 mL, 664.5 mmoles) are added. The reaction is stirred at ambient temperature for 16 hours. The mixture is then poured into water (2000 mL)...